describe an organic reaction: reactants, conditions, products, and yield From a dataset of the Open Reaction Database (ORD), a public repository of structured organic reaction records. The reactants are C(C)OC(CCCOC1=CC(=CC=C1)CN1CCCCC1)=O (ethyl-4-[3-(1-piperidinylmethyl)phenoxy]butanoate), [OH-].[K+] (potassium hydroxide), Cl (hydrochloric acid). Run in C(C)O (ethanol), O (water). Product: N1(CCCCC1)CC=1C=C(OCCCC(=O)O)C=CC1 (4-[3-(1-piperidinylmethyl)phenoxy]butanoic acid). The yield is 88.6%. As a reaction SMILES: C([O:3][C:4](=[O:22])[CH2:5][CH2:6][CH2:7][O:8][C:9]1[CH:14]=[CH:13][CH:12]=[C:11]([CH2:15][N:16]2[CH2:21][CH2:20][CH2:19][CH2:18][CH2:17]2)[CH:10]=1)C.[OH-].[K+].Cl>C(O)C.O>[N:16]1([CH2:15][C:11]2[CH:10]=[C:9]([CH:14]=[CH:13][CH:12]=2)[O:8][CH2:7][CH2:6][CH2:5][C:4]([OH:22])=[O:3])[CH2:17][CH2:18][CH2:19][CH2:20][CH2:21]1 |f:1.2|. Procedure: A solution of ethyl-4-[3-(1-piperidinylmethyl)phenoxy]butanoate (6.1 g) and potassium hydroxide (6.0 g) in ethanol (50 ml) and water (50 ml) was heated under reflux during 0.5 h. The cool solution was neutralised to pH 7 with 5N hydrochloric acid, and evaporated to dryness under reduced pressure. The residue was dissolved in ethanol (100 ml), filtered and the filtrate was evaporated to leave a residue which was crystallised from a mixture of methanol and ether to give the title compound as a whi... RXN SMILES: [H-].[Na+].COCCO[Al+]OCCOC.[H-].CC(O)CC.[CH2:20]([O:22][C:23]([N:25]1[C:34]2[C:29](=[N:30][C:31]([O:35][CH3:36])=[CH:32][CH:33]=2)[C@@H:28]([NH:37][C:38]2[N:43]=[C:42]([CH2:44][C:45]3[CH:50]=[C:49]([C:51]([F:54])([F:53])[F:52])[CH:48]=[C:47]([C:55]([F:58])([F:57])[F:56])[CH:46]=3)[C:41]([CH:59]=[CH:60][C:61]#[N:62])=[CH:40][N:39]=2)[CH2:27][C@H:26]1[CH2:63][CH3:64])=[O:24])[CH3:21].[Cl-].[NH4+]>O1CCCC1.C1(C)C=CC=CC=1.[Cu](Br)Br>[CH2:20]([O:22][C:23]([N:25]1[C:34]2[C:29](=[N:30][C:31]([O:35][CH3:36])=[CH:32][CH:33]=2)[C@@H:28]([NH:37][C:38]2[N:43]=[C:42]([CH2:44][C:45]3[CH:46]=[C:47]([C:55]([F:58])([F:57])[F:56])[CH:48]=[C:49]([C:51]([F:53])([F:52])[F:54])[CH:50]=3)[C:41]([CH2:59][CH2:60][C:61]#[N:62])=[CH:40][N:39]=2)[CH2:27][C@H:26]1[CH2:63][CH3:64])=[O:24])[CH3:21] |f:0.1.2.3,6.7|. Solvent: O1CCCC1 (tetrahydrofuran), O1CCCC1 (tetrahydrofuran), C1(=CC=CC=C1)C (toluene). The reagents and catalysts are [Cu](Br)Br (copper bromide). Yield: 73.8%. Procedure details: To a suspension (1 ml) of copper bromide (227 mg) in tetrahydrofuran is added dropwise 65% solution (982 mg) of bis(2-methoxyethoxy)aluminum sodium hydride in toluene under ice-cooling, and the mixture is stirred at the same temperature for 30 minutes. The reaction solution is cooled to −78°C., and thereto is added 2-butanol (0.29 ml). Subsequently, a solution (0.5 ml) of (2R*,4S*)-4-{[3,5-bis(trifluoromethyl)benzyl]-[5-(2-cyanovinyl)pyrimidin-2-yl]}amino-2-ethyl-6-methoxy-3,4-dihydro-2H-[1,5]na... Reactants: C(C)OC(=O)N1[C@@H](C[C@@H](C2=NC(=CC=C12)OC)NC1=NC=C(C(=N1)CC1=CC(=CC(=C1)C(F)(F)F)C(F)(F)F)C=CC#N)CC ((2R*,4S*)-4-{[3,5-bis(trifluoromethyl)benzyl]-[5-(2-cyanovinyl)pyrimidin-2-yl]}amino-2-ethyl-6-methoxy-3,4-dihydro-2H-[1,5]naphthyridine-1-carboxylic acid ethyl ester), solution, [H-].[Na+].COCCO[Al+]OCCOC.[H-] (bis(2-methoxyethoxy)aluminum sodium hydride), [Cl-].[NH4+] (ammonium chloride), CC(CC)O (2-butanol). Product: C(C)OC(=O)N1[C@@H](C[C@@H](C2=NC(=CC=C12)OC)NC1=NC=C(C(=N1)CC1=CC(=CC(=C1)C(F)(F)F)C(F)(F)F)CCC#N)CC ((2R*,4S*)-4-{[3,5-bis(trifluoromethyl)benzyl]-[5-(2-cyanoethyl)pyrimidin-2-yl]}amino-2-ethyl-6-methoxy-3,4-dihydro-2H-[1,5]naphthyridine-1-carboxylic acid ethyl ester). Run at temperature -78 celsius, time 30 minute.